From a dataset of the Open Reaction Database (ORD), a public repository of structured organic reaction records. describe an organic reaction: reactants, conditions, products, and yield The reactants are CCC(C)(C)O, COc1ccc(-c2nc(CCl)co2)cc1, [I-], [K+], [Na+], [OH-], c1c[nH]cn1. The product is COc1ccc(-c2nc(Cn3ccnc3)co2)cc1. Reaction SMILES: [CH3:25][C:26]([OH:27])([CH2:28][CH3:29])[CH3:30].[Cl:1][CH2:2][c:3]1[n:4][c:5](-[c:8]2[cH:9][cH:10][c:11]([O:14][CH3:15])[cH:12][cH:13]2)[o:6][cH:7]1.[I-:22].[K+:21].[Na+:24].[OH-:23].[nH:16]1[cH:17][n:18][cH:19][cH:20]1>>[CH2:2]([c:3]1[n:4][c:5](-[c:8]2[cH:9][cH:10][c:11]([O:14][CH3:15])[cH:12][cH:13]2)[o:6][cH:7]1)[n:16]1[cH:17][n:18][cH:19][cH:20]1. Starting materials: ice, CS(=O)C (dimethyl sulfoxide), C([O-])([O-])=O.[K+].[K+] (potassium carbonate), [I-].[K+] (potassium iodide), C(C)(CC)Br (sec. butyl bromide), OC1=CC=C2C(CC(OC2=C1O)(C)C)=O (7.8-dihydroxy-2,2-dimethyl-4-chromanone). Solvent: COCCOCCOC (diethylene glycol dimethylether). Conditions: temperature 100 celsius, time 2 hour. Yields the product C(CCC)OC1C(OC2=C(C=CC=C2C1=O)O)(C)C (butoxy-8-hydroxy-2,2-dimethyl-4-chromanone). Isolated yield 83.0%. RXN SMILES: CS(C)=O.C(=O)([O-])[O-:6].[K+].[K+].[I-].[K+].[CH:13](Br)([CH2:15][CH3:16])[CH3:14].O[C:19]1[C:28]([OH:29])=[C:27]2[C:22]([C:23](=[O:32])[CH2:24][C:25]([CH3:31])([CH3:30])[O:26]2)=[CH:21][CH:20]=1>COCCOCCOC>[CH2:14]([O:6][CH:24]1[C:23](=[O:32])[C:22]2[C:27](=[C:28]([OH:29])[CH:19]=[CH:20][CH:21]=2)[O:26][C:25]1([CH3:31])[CH3:30])[CH2:13][CH2:15][CH3:16] |f:1.2.3,4.5|. Reported procedure: In 80 ml of dimethyl sulfoxide 4.2 g (20 millimoles) of 7.8-dihydroxy-2,2-dimethyl-4-chromanone are dissolved, whereupon 10 ml of diethylene glycol dimethylether, 4.1 g (30 millimoles) of potassium carbonate, 0.5 g of potassium iodide and 3.3 g (2.6 ml, 24 millimoles) of sec. butyl bromide are added. The reaction mixture is heated at 100° C. for 10 hours, poured onto 200 ml of crushed ice and extracted with 100 ml of carbon tetrachloride. To the aqueous phase 20 ml of 10% sodium hydroxide soluti... Starting materials: [N+](=O)([O-])C=1C=C(C(=O)NCC=2C=C(C=CC2)NC(OC(C)(C)C)=O)C=CC1 (tert-butyl (3-{[(3-nitrobenzoyl)amino]methyl}phenyl)carbamate), Cl (hydrogen chloride). Solvent: O1CCOCC1 (1,4-dioxane). Conditions: time 2 hour. Yields the product Cl.NC=1C=C(CNC(C2=CC(=CC=C2)[N+](=O)[O-])=O)C=CC1 (N-(3-Aminobenzyl)-3-nitrobenzamide hydrochloride), powder. Yield: 99.0%. As a reaction SMILES: [N+:1]([C:4]1[CH:5]=[C:6]([CH:25]=[CH:26][CH:27]=1)[C:7]([NH:9][CH2:10][C:11]1[CH:12]=[C:13]([NH:17]C(=O)OC(C)(C)C)[CH:14]=[CH:15][CH:16]=1)=[O:8])([O-:3])=[O:2].[ClH:28]>O1CCOCC1>[ClH:28].[NH2:17][C:13]1[CH:12]=[C:11]([CH:16]=[CH:15][CH:14]=1)[CH2:10][NH:9][C:7](=[O:8])[C:6]1[CH:25]=[CH:26][CH:27]=[C:4]([N+:1]([O-:3])=[O:2])[CH:5]=1 |f:3.4|. Procedure details: tert-butyl (3-{[(3-nitrobenzoyl)amino]methyl}phenyl)carbamate (1.00 g, 2.69 mmol) was mixed with 4 M of hydrogen chloride in 1,4-dioxane (10 mL) and stirred at rt for 2 h. After concentration, the desired product was isolated as a white powder (0.82 grams, 99% yield) and used in the next step without further purification. MF=C14H13N3O3; LCMS calculated for C14H13N3O3 (M+H)+: m/z=272.0. 1H NMR (400 MHz, CD3OD): δ 8.73 (t, J=2.0 Hz, 1H), 8.42 (ddd, J=8.4, 2.4, 1.2 Hz, 1H), 8.28 (ddd, J=8.0, 2.4, 1... The reactants are 47.5, S(=O)(=O)(O)O.C1(=CC=CC=C1)C(C)N1C=NC=C1C(=O)OCC ((-)-ethyl 1-(1-phenylethyl)-1H-imidazole-5-carboxylate sulfate), [OH-].[Na+] (sodium hydroxide). Run in O (water). Yields the product C1(=CC=CC=C1)C(C)N1C=NC=C1C(=O)OCC ((-)-ethyl 1-(1-phenylethyl)-1H-imidazole- 5-carboxylate). Reaction SMILES: S(O)(O)(=O)=O.[C:6]1([CH:12]([N:14]2[C:18]([C:19]([O:21][CH2:22][CH3:23])=[O:20])=[CH:17][N:16]=[CH:15]2)[CH3:13])[CH:11]=[CH:10][CH:9]=[CH:8][CH:7]=1.[OH-].[Na+]>O>[C:6]1([CH:12]([N:14]2[C:18]([C:19]([O:21][CH2:22][CH3:23])=[O:20])=[CH:17][N:16]=[CH:15]2)[CH3:13])[CH:11]=[CH:10][CH:9]=[CH:8][CH:7]=1 |f:0.1,2.3|. Procedure: A solution of 47.5 parts of (-)-ethyl 1-(1-phenylethyl)-1H-imidazole-5-carboxylate sulfate in 500 parts of water is alkalized with 14 parts of sodium hydroxide solution 50%. The product is extracted twice with 325 parts of dichloromethane. The combined extracts are dried, filtered and evaporated in vacuo. The residue is crystallized from 2,2'-oxybispropane, yielding (-)-ethyl 1-(1-phenylethyl)-1H-imidazole- 5-carboxylate. The reactants are C(C1=CC=CC=C1)N1C[C@H]([C@@H](CC1)OC)NC(OC(C)(C)C)=O (tert-butyl trans-1-benzyl-4-methoxypiperidin-3-ylcarbamate), [H][H] (hydrogen). The reagents and catalysts are [Pd] (Pd/C). The solvent is CO (MeOH). Run at time 18 hour. Yields the product CO[C@H]1[C@@H](CNCC1)NC(OC(C)(C)C)=O (tert-butyl trans-4-methoxypiperidin-3-ylcarbamate). Isolated yield 100.4%. Reaction SMILES: C([N:8]1[CH2:13][CH2:12][C@@H:11]([O:14][CH3:15])[C@H:10]([NH:16][C:17](=[O:23])[O:18][C:19]([CH3:22])([CH3:21])[CH3:20])[CH2:9]1)C1C=CC=CC=1.[H][H]>CO.[Pd]>[CH3:15][O:14][C@@H:11]1[CH2:12][CH2:13][NH:8][CH2:9][C@H:10]1[NH:16][C:17](=[O:23])[O:18][C:19]([CH3:21])([CH3:20])[CH3:22]. Reported procedure: A mixture of tert-butyl trans-1-benzyl-4-methoxypiperidin-3-ylcarbamate (1.37 g, 4.28 mmol) and 10% Pd/C (0.46 g, 0.43 mmol) in MeOH (20 mL) was charged with 1 atmosphere hydrogen and stirred at room temperature for 18 hours. The catalyst was removed by filtration and washed with methanol (20 mL). The filtrate was concentrated in vacuo to give tert-butyl trans-4-methoxypiperidin-3-ylcarbamate (0.99 g, 100%) as a solid. Reactants: OCCOc1cccnc1Br, C[O-], CO, [Na+]. RXN SMILES: [Br:1][c:2]1[n:3][cH:4][cH:5][cH:6][c:7]1[O:8][CH2:9][CH2:10][OH:11].[CH3:12][O-:13].[CH3:15][OH:16].[Na+:14]>>[c:2]1([O:13][CH3:12])[n:3][cH:4][cH:5][cH:6][c:7]1[O:8][CH2:9][CH2:10][OH:11]. The product is COc1ncccc1OCCO. Reactants: C1CCOC1, O=C(NC1CC1)OCc1ccccc1, CI, [H-], [Na+]. The product is CN(C(=O)OCc1ccccc1)C1CC1. As a reaction SMILES: [CH2:19]1[O:20][CH2:21][CH2:22][CH2:23]1.[CH2:1]([c:2]1[cH:3][cH:4][cH:5][cH:6][cH:7]1)[O:8][C:9]([NH:10][CH:11]1[CH2:12][CH2:13]1)=[O:14].[CH3:15][I:16].[H-:18].[Na+:17]>>[CH2:1]([c:2]1[cH:3][cH:4][cH:5][cH:6][cH:7]1)[O:8][C:9]([N:10]([CH:11]1[CH2:12][CH2:13]1)[CH3:15])=[O:14]. The reactants are CN1CCNCC1=O, COCCO, COCCC#Cc1cc(Cl)c(Nc2ncnc3cc(OCCCCl)c(OC)cc23)c2c1OCO2. The product is COCCC#Cc1cc(Cl)c(Nc2ncnc3cc(OCCCN4CCN(C)C(=O)C4)c(OC)cc23)c2c1OCO2. As a reaction SMILES: [CH3:35][N:36]1[C:37](=[O:42])[CH2:38][NH:39][CH2:40][CH2:41]1.[CH3:43][O:44][CH2:45][CH2:46][OH:47].[Cl:1][c:2]1[c:3]([NH:17][c:18]2[n:19][cH:20][n:21][c:22]3[cH:23][c:24]([O:30][CH2:31][CH2:32][CH2:33][Cl:34])[c:25]([O:28][CH3:29])[cH:26][c:27]23)[c:4]2[c:5]([c:9]([C:11]#[C:12][CH2:13][CH2:14][O:15][CH3:16])[cH:10]1)[O:6][CH2:7][O:8]2>>[Cl:1][c:2]1[c:3]([NH:17][c:18]2[n:19][cH:20][n:21][c:22]3[cH:23][c:24]([O:30][CH2:31][CH2:32][CH2:33][N:39]4[CH2:38][C:37](=[O:42])[N:36]([CH3:35])[CH2:41][CH2:40]4)[c:25]([O:28][CH3:29])[cH:26][c:27]23)[c:4]2[c:5]([c:9]([C:11]#[C:12][CH2:13][CH2:14][O:15][CH3:16])[cH:10]1)[O:6][CH2:7][O:8]2.